Dataset: the Open Reaction Database (ORD), a public repository of structured organic reaction records. Task: describe an organic reaction: reactants, conditions, products, and yield The reactants are [OH-].[Na+] (sodium hydroxide), Cl (hydrochloric acid), C(C)(=O)NC=1C(OC=C(C1)C1=C(C=C(C=C1)C)N)=O (3-acetamido-5-(2-amino-4-methylphenyl)-2H-pyran-2-one), O1CCCC1 (tetrahydrofuran). The solvent is O (water). Conditions: temperature 5 celsius, time 30 minute. Product: C(C)(=O)N\C(\C(=O)O)=C\C1=CNC2=CC(=CC=C12)C ((E)-α-acetamido-6-methylindole-3-acrylic acid). Isolated yield 61.0%. RXN SMILES: [OH-].[Na+].[C:3]([NH:6][C:7]1[C:8](=[O:21])[O:9][CH:10]=[C:11]([C:13]2[CH:18]=[CH:17][C:16]([CH3:19])=[CH:15][C:14]=2[NH2:20])[CH:12]=1)(=[O:5])[CH3:4].O1CCCC1.Cl>O>[C:3]([NH:6]/[C:7](=[CH:12]/[C:11]1[C:13]2[C:14](=[CH:15][C:16]([CH3:19])=[CH:17][CH:18]=2)[NH:20][CH:10]=1)/[C:8]([OH:9])=[O:21])(=[O:5])[CH3:4] |f:0.1|. Procedure details: 110 ml. of 1 N sodium hydroxide were added dropwise over 30 minutes to a mixture of 26.95 g. (10.2 mmol) of crude 3-acetamido-5-(2-amino-4-methylphenyl)-2H-pyran-2-one in 200 ml. of tetrahydrofuran and 200 ml. of water under a nitrogen atmosphere. The resulting dark suspension was stirred for 30 minutes. 110 ml. of 1 N hydrochloric acid were added dropwise to the dark suspension. After removal of the tetrahydrofuran in vacuo and adjustment to pH 3, the dark suspension was cooled to 5° C., and fi... The reactants are ( g ), C(C)(C)(C)OC(=O)N1C[C@H]([C@@H]([C@H](C1)OCC1=CC2=CC=CC=C2C(=C1)OC)C1=CC=C(C=C1)OCCCOC1=C(C=CC=C1)C#N)OC[C@@H]1OC(OC1)(C)C ((3S,4R,5R)-4-[4-[3-(2-cyano-phenoxy)-propoxy]-phenyl]-3-[(4S)-2,2-dimethyl-[1,3]dioxolan-4-ylmethoxy]-5-(4-methoxy-naphthalen-2-ylmethoxy)-piperidine-1-carboxylic acid tert-butyl ester), Cl (HCl). Solvent: CO (methanol). Product: O[C@@H](CO[C@@H]1CNC[C@@H]([C@H]1C1=CC=C(OCCCOC2=C(C#N)C=CC=C2)C=C1)OCC1=CC2=CC=CC=C2C(=C1)OC)CO (2-[3-[4-[(3S,4R,5R)-3-[(2R)-2,3-dihydroxy-propoxy]-5-(4-methoxy-naphthalen-2-ylmethoxy)-piperidin-4-yl]-phenoxy]-propoxy]-benzonitrile). Reaction SMILES: C(OC([N:8]1[CH2:13][C@H:12]([O:14][CH2:15][C:16]2[CH:25]=[C:24]([O:26][CH3:27])[C:23]3[C:18](=[CH:19][CH:20]=[CH:21][CH:22]=3)[CH:17]=2)[C@@H:11]([C:28]2[CH:33]=[CH:32][C:31]([O:34][CH2:35][CH2:36][CH2:37][O:38][C:39]3[CH:44]=[CH:43][CH:42]=[CH:41][C:40]=3[C:45]#[N:46])=[CH:30][CH:29]=2)[C@H:10]([O:47][CH2:48][C@H:49]2[CH2:53][O:52]C(C)(C)[O:50]2)[CH2:9]1)=O)(C)(C)C.Cl>CO>[OH:50][C@H:49]([CH2:53][OH:52])[CH2:48][O:47][C@H:10]1[C@H:11]([C:28]2[CH:29]=[CH:30][C:31]([O:34][CH2:35][CH2:36][CH2:37][O:38][C:39]3[CH:44]=[CH:43][CH:42]=[CH:41][C:40]=3[C:45]#[N:46])=[CH:32][CH:33]=2)[C@@H:12]([O:14][CH2:15][C:16]2[CH:25]=[C:24]([O:26][CH3:27])[C:23]3[C:18](=[CH:19][CH:20]=[CH:21][CH:22]=3)[CH:17]=2)[CH2:13][NH:8][CH2:9]1. Procedure details: In analogy to the procedure described in example 1) (g) the (3S,4R,5R)-4-[4-[3-(2-cyano-phenoxy)-propoxy]-phenyl]-3-[(4S)-2,2-dimethyl-[1,3]dioxolan-4-ylmethoxy]-5-(4-methoxy-naphthalen-2-ylmethoxy)-piperidine-1-carboxylic acid tert-butyl ester was deprotected with HCl in methanol to yield the 2-[3-[4-[(3S,4R,5R)-3-[(2R)-2,3-dihydroxy-propoxy]-5-(4-methoxy-naphthalen-2-ylmethoxy)-piperidin-4-yl]-phenoxy]-propoxy]-benzonitrile as white foam; MS: 613 (M+H)+. Starting materials: BrB(Br)Br, ClCCl, COc1ccc2c(c1)N(C)C(=O)N(c1ccc(Cl)cc1)S2(=O)=O, O. Product: CN1C(=O)N(c2ccc(Cl)cc2)S(=O)(=O)c2ccc(O)cc21. Reaction SMILES: [B:24]([Br:25])([Br:26])[Br:27].[CH2:29]([Cl:30])[Cl:31].[Cl:1][c:2]1[cH:3][cH:4][c:5]([N:8]2[S:9](=[O:22])(=[O:23])[c:10]3[c:11]([cH:16][c:17]([O:20][CH3:21])[cH:18][cH:19]3)[N:12]([CH3:15])[C:13]2=[O:14])[cH:6][cH:7]1.[OH2:28]>>[Cl:1][c:2]1[cH:3][cH:4][c:5]([N:8]2[S:9](=[O:22])(=[O:23])[c:10]3[c:11]([cH:16][c:17]([OH:20])[cH:18][cH:19]3)[N:12]([CH3:15])[C:13]2=[O:14])[cH:6][cH:7]1. Reactants: [OH-].[K+] (potassium hydroxide), OO (hydrogen peroxide), OO (hydrogen peroxide), C(C)(C)(C)N1N=C(C(=C1N)C#N)CC1CCCCC1 (1-tert-butyl-3-(cyclohexylmethyl)-5-amino-1H-pyrazole-4-carbonitrile). Run in O.C(C)O (water ethanol). Conditions: time 24 hour. Yields the product C(C)(C)(C)N1N=C(C(=C1N)C(=O)N)CC1CCCCC1 (1-tert-butyl-3-(cyclohexylmethyl)-5-amino-1H-pyrazole-4-carboxamide). Yield: 12.2%. As a reaction SMILES: [OH-:1].[K+].OO.[C:5]([N:9]1[C:13]([NH2:14])=[C:12]([C:15]#[N:16])[C:11]([CH2:17][CH:18]2[CH2:23][CH2:22][CH2:21][CH2:20][CH2:19]2)=[N:10]1)([CH3:8])([CH3:7])[CH3:6]>O.C(O)C>[C:5]([N:9]1[C:13]([NH2:14])=[C:12]([C:15]([NH2:16])=[O:1])[C:11]([CH2:17][CH:18]2[CH2:19][CH2:20][CH2:21][CH2:22][CH2:23]2)=[N:10]1)([CH3:8])([CH3:6])[CH3:7] |f:0.1,4.5|. Reported procedure: To potassium hydroxide (4.95 g, 0.09 mol) in 50% water/ethanol (83 ml) was added 30% hydrogen peroxide (6.7 ml, 0.06 mol) followed by 1-tert-butyl-3-(cyclohexylmethyl)-5-amino-1H-pyrazole-4-carbonitrile (2.8 g, 0.01 mol). The reaction mixture was stirred at room temperature for 24 hours, then was heated on a steam bath for 4 hours. More 30% hydrogen peroxide was added (6.5 ml, 0.057 mol) and the reaction mixture was heated for an additional 2 hours. The solvent was removed in vacuo, water was ad... Reaction SMILES: [C:26]([CH3:27])([CH3:28])([CH3:29])[O:30][C:31]([N:32]([CH2:33][c:34]1[cH:35][cH:36][n:37][cH:38][cH:39]1)[c:40]1[s:41][c:42]([CH:46]=[O:47])[c:43]([Cl:45])[n:44]1)=[O:48].[CH:22]([Mg+:23])([CH3:24])[CH3:25].[Cl-:21].[I:1][c:2]1[cH:3][n:4]([Si:11]([CH:12]([CH3:13])[CH3:14])([CH:15]([CH3:16])[CH3:17])[CH:18]([CH3:19])[CH3:20])[c:5]2[n:6][cH:7][cH:8][cH:9][c:10]12.[O:50]1[CH2:51][CH2:52][CH2:53][CH2:54]1.[OH2:49]>>[c:2]1([CH:46]([c:42]2[s:41][c:40]([N:32]([C:31]([O:30][C:26]([CH3:27])([CH3:28])[CH3:29])=[O:48])[CH2:33][c:34]3[cH:35][cH:36][n:37][cH:38][cH:39]3)[n:44][c:43]2[Cl:45])[OH:47])[cH:3][n:4]([Si:11]([CH:12]([CH3:13])[CH3:14])([CH:15]([CH3:16])[CH3:17])[CH:18]([CH3:19])[CH3:20])[c:5]2[n:6][cH:7][cH:8][cH:9][c:10]12. Reactants: CC(C)(C)OC(=O)N(Cc1ccncc1)c1nc(Cl)c(C=O)s1, CC(C)[Mg+], [Cl-], CC(C)[Si](C(C)C)(C(C)C)n1cc(I)c2cccnc21, C1CCOC1, O. The product is CC(C)[Si](C(C)C)(C(C)C)n1cc(C(O)c2sc(N(Cc3ccncc3)C(=O)OC(C)(C)C)nc2Cl)c2cccnc21. Reactants: Cc1ccc(Cl)c([N+](=O)[O-])c1, [K+], [K+], Nc1cccc(S)c1, O=C([O-])[O-], CN(C)C=O, O. The product is Cc1ccc(Sc2cccc(N)c2)c([N+](=O)[O-])c1. RXN SMILES: [Cl:9][c:10]1[c:11]([N+:17](=[O:18])[O-:19])[cH:12][c:13]([CH3:16])[cH:14][cH:15]1.[K+:20].[K+:21].[NH2:1][c:2]1[cH:3][c:4]([SH:8])[cH:5][cH:6][cH:7]1.[O-:22][C:23]([O-:24])=[O:25].[O:26]=[CH:27][N:28]([CH3:29])[CH3:30].[OH2:31]>>[NH2:1][c:2]1[cH:3][c:4]([S:8][c:10]2[c:11]([N+:17](=[O:18])[O-:19])[cH:12][c:13]([CH3:16])[cH:14][cH:15]2)[cH:5][cH:6][cH:7]1. The reactants are COC(=O)c1cccc(CN2CCCC(N(Cc3cc(C(F)(F)F)cc(C(F)(F)F)c3)c3nnn(C)n3)c3cc(C)c(C(F)(F)F)cc32)c1, CO, Cl, [Na+], [OH-]. Yields the product Cc1cc2c(cc1C(F)(F)F)N(Cc1cccc(C(=O)O)c1)CCCC2N(Cc1cc(C(F)(F)F)cc(C(F)(F)F)c1)c1nnn(C)n1. As a reaction SMILES: [CH3:3][O:4][C:5]([c:6]1[cH:7][c:8]([CH2:12][N:13]2[c:14]3[c:15]([cH:42][c:43]([CH3:50])[c:44]([C:46]([F:47])([F:48])[F:49])[cH:45]3)[CH:16]([N:20]([c:21]3[n:22][n:23][n:24]([CH3:26])[n:25]3)[CH2:27][c:28]3[cH:29][c:30]([C:38]([F:39])([F:40])[F:41])[cH:31][c:32]([C:34]([F:35])([F:36])[F:37])[cH:33]3)[CH2:17][CH2:18][CH2:19]2)[cH:9][cH:10][cH:11]1)=[O:51].[CH3:53][OH:54].[ClH:52].[Na+:2].[OH-:1]>>[O:4]=[C:5]([c:6]1[cH:7][c:8]([CH2:12][N:13]2[c:14]3[c:15]([cH:42][c:43]([CH3:50])[c:44]([C:46]([F:47])([F:48])[F:49])[cH:45]3)[CH:16]([N:20]([c:21]3[n:22][n:23][n:24]([CH3:26])[n:25]3)[CH2:27][c:28]3[cH:29][c:30]([C:38]([F:39])([F:40])[F:41])[cH:31][c:32]([C:34]([F:35])([F:36])[F:37])[cH:33]3)[CH2:17][CH2:18][CH2:19]2)[cH:9][cH:10][cH:11]1)[OH:51]. Reactants: C12C(CC(C=3C4=CC=CC=C4NC13)CC2)N(C=O)C (N-(2,3,4,9-tetrahydro-1,4-ethano-1H-carbazol-2-yl)-N-methyl-formamide), C(C)O (ethanol). Solvent: [OH-].[Na+] (sodium hydroxide). The product is CNC1C2C=3N(C4=CC=CC=C4C3C(C1)CC2)C (1,2,3,4-Tetrahydro-N,9-dimethyl-1,4-ethanocarbazole-2-amine). As a reaction SMILES: [CH:1]12[CH2:15][CH2:14][CH:4]([C:5]3[C:6]4[C:11]([NH:12][C:13]=31)=[CH:10][CH:9]=[CH:8][CH:7]=4)[CH2:3][CH:2]2[N:16](C)[CH:17]=O.[CH2:20](O)C>[OH-].[Na+]>[CH3:17][NH:16][CH:2]1[CH2:3][CH:4]2[CH2:14][CH2:15][CH:1]1[C:13]1[N:12]([CH3:20])[C:11]3[C:6]([C:5]=12)=[CH:7][CH:8]=[CH:9][CH:10]=3 |f:2.3|. Procedure details: A solution of N-(2,3,4,9-tetrahydro-1,4-ethano-1H-carbazol-2-yl)-N-methyl-formamide (3.9 g, 0.0145 mole, described in Example 7) in 20 ml of 10% sodium hydroxide and 40 ml ethanol was refluxed under nitrogen on a steam-bath for 5 hr. The solution was evaporated to dryness and the residue was taken up in diethyl ether. The organic layer was washed (3×) with 2 N hydrochloric acid and the acidic layer was washed with diethyl ether. The aqueous layer was made basic with 25% sodium hydroxide and extr...